Dataset: the Open Reaction Database (ORD), a public repository of structured organic reaction records. Task: describe an organic reaction: reactants, conditions, products, and yield The reactants are 3-(3-Methyl-1H-indazol-5-yl)-3-phenyl-acrylic acid ethyl ester CCXIX, CC1=NNC2=CC=C(C=C12)Br (3-methyl-5-bromo-1H-indazole), C(C)OC(C=C(C1=CC=CC=C1)C1=C2C(=CNC2=CC=C1)C#N)=O (3-(3-Cyano-1H-Indol-4-yl)-3-phenyl-acrylic acid ethyl ester). Product: C(C)OC(C=C(C1=CC=CC=C1)C=1C=C2C(=NNC2=CC1)C)=O (3-(3-Methyl-1H-indazol-5-yl)-3-phenyl-acrylic acid ethyl ester). Reaction SMILES: [CH3:1][C:2]1[C:10]2[C:5](=[CH:6][CH:7]=[C:8](Br)[CH:9]=2)[NH:4][N:3]=1.[CH2:12]([O:14][C:15](=[O:35])[CH:16]=[C:17](C1C=CC=C2C=1C(C#N)=CN2)[C:18]1[CH:23]=[CH:22][CH:21]=[CH:20][CH:19]=1)[CH3:13]>>[CH2:12]([O:14][C:15](=[O:35])[CH:16]=[C:17]([C:8]1[CH:9]=[C:10]2[C:5](=[CH:6][CH:7]=1)[NH:4][N:3]=[C:2]2[CH3:1])[C:18]1[CH:23]=[CH:22][CH:21]=[CH:20][CH:19]=1)[CH3:13]. Reported procedure: 3-(3-Methyl-1H-indazol-5-yl)-3-phenyl-acrylic acid ethyl ester CCXIX) was prepared from 3-methyl-5-bromo-1H-indazole using the procedure described for preparation of 3-(3-Cyano-1H-Indol-4-yl)-3-phenyl-acrylic acid ethyl ester LVIII (Example 14). Reactants: CC(C)(C)OC(=O)N1CC1Cc1ccccc1, CC(C)(C)OC(=O)NC(CN)Cc1ccccc1, CC(C)O. The product is CC(C)(C)OC(=O)NC(CNCC(Cc1ccccc1)NC(=O)OC(C)(C)C)Cc1ccccc1. Reaction SMILES: [C:19]([CH3:20])([CH3:21])([CH3:22])[O:23][C:24](=[O:25])[N:26]1[CH:27]([CH2:29][c:30]2[cH:31][cH:32][cH:33][cH:34][cH:35]2)[CH2:28]1.[C:1]([CH3:2])([CH3:3])([CH3:4])[O:5][C:6](=[O:7])[NH:8][CH:9]([CH2:10][NH2:11])[CH2:12][c:13]1[cH:14][cH:15][cH:16][cH:17][cH:18]1.[CH:36]([OH:37])([CH3:38])[CH3:39]>>[C:1]([CH3:2])([CH3:3])([CH3:4])[O:5][C:6](=[O:7])[NH:8][CH:9]([CH2:10][NH:11][CH2:28][CH:27]([NH:26][C:24]([O:23][C:19]([CH3:20])([CH3:21])[CH3:22])=[O:25])[CH2:29][c:30]1[cH:31][cH:32][cH:33][cH:34][cH:35]1)[CH2:12][c:13]1[cH:14][cH:15][cH:16][cH:17][cH:18]1. Starting materials: ClC1=CC2=C(C(=NO2)C2CCNCC2)C=C1 (6-chloro-3-(4-piperidyl)-1,2-benzisoxazole), ClCCCC(C1=CC=C(C=C1)F)C1=CC=C(C=C1)F (4-chloro-1,1-bis(4-fluorophenyl)butane), C([O-])([O-])=O.[K+].[K+] (potassium carbonate). The solvent is CN(C=O)C (dimethylformamide). Yields the product Cl.ClC1=CC2=C(C(=NO2)C2CCN(CC2)CCCC(C2=CC=C(C=C2)F)C2=CC=C(C=C2)F)C=C1 (6-Chloro-3{1-[4,4-bis(4-fluorophenyl)-1-butyl]-4-piperidyl}-1,2-benzisoxazole hydrochloride). Isolated yield 62.7%. Reaction SMILES: [Cl:1][C:2]1[CH:16]=[CH:15][C:5]2[C:6]([CH:9]3[CH2:14][CH2:13][NH:12][CH2:11][CH2:10]3)=[N:7][O:8][C:4]=2[CH:3]=1.Cl[CH2:18][CH2:19][CH2:20][CH:21]([C:29]1[CH:34]=[CH:33][C:32]([F:35])=[CH:31][CH:30]=1)[C:22]1[CH:27]=[CH:26][C:25]([F:28])=[CH:24][CH:23]=1.C(=O)([O-])[O-].[K+].[K+]>CN(C)C=O>[ClH:1].[Cl:1][C:2]1[CH:16]=[CH:15][C:5]2[C:6]([CH:9]3[CH2:10][CH2:11][N:12]([CH2:18][CH2:19][CH2:20][CH:21]([C:22]4[CH:23]=[CH:24][C:25]([F:28])=[CH:26][CH:27]=4)[C:29]4[CH:34]=[CH:33][C:32]([F:35])=[CH:31][CH:30]=4)[CH2:13][CH2:14]3)=[N:7][O:8][C:4]=2[CH:3]=1 |f:2.3.4,6.7|. Procedure: A mixture of 16.5 g of 6-chloro-3-(4-piperidyl)-1,2-benzisoxazole, 22.4 g of 4-chloro-1,1-bis(4-fluorophenyl)butane, 22.0 g of potassium carbonate and 200 ml of dimethylformamide was stirred and heated at 75° for 5 hrs. The reaction mixture was allowed to cool and was filtered. The filtrate was concentrated in vacuo to an oil, which was taken up in 300 ml ether and washed with an equal portion of brine. The ether layer was dried over anhydrous sodium sulfate and concentrated in vacuo to an oil. ... The reactants are [Li]CCCC (n-BuLi), BrC1=CC(=C(C(=C1)C)C(CO[Si](C)(C)C(C)(C)C)(F)F)C ((2-(4-Bromo-2,6-dimethylphenyl)-2,2-difluoroethoxy)(tert-butyl)dimethylsilane), B(OC)(OC)OC (trimethyl borate). The solvent is C1CCOC1 (THF). Reaction conditions: time 45 minute. Product: [Si](C)(C)(C(C)(C)C)OCC(F)(F)C1=C(C=C(C=C1C)B(O)O)C ((4-(2-((tert-Butyldimethylsilyl)oxy)-1,1-difluoroethyl)-3,5-dimethylphenyl)boronic acid). Yield: 81.5%. RXN SMILES: [Li]CCCC.Br[C:7]1[CH:12]=[C:11]([CH3:13])[C:10]([C:14]([F:25])([F:24])[CH2:15][O:16][Si:17]([C:20]([CH3:23])([CH3:22])[CH3:21])([CH3:19])[CH3:18])=[C:9]([CH3:26])[CH:8]=1.[B:27](OC)([O:30]C)[O:28]C>C1COCC1>[Si:17]([O:16][CH2:15][C:14]([C:10]1[C:11]([CH3:13])=[CH:12][C:7]([B:27]([OH:30])[OH:28])=[CH:8][C:9]=1[CH3:26])([F:25])[F:24])([C:20]([CH3:23])([CH3:22])[CH3:21])([CH3:19])[CH3:18]. Procedure: n-BuLi (1.6 M in hexanes, 1.236 ml, 1.977 mmol) was added to a solution of Intermediate 7C (500 mg, 1.318 mmol) in THF (5 ml) at −78° C. After 45 min, trimethyl borate (0.295 ml, 2.64 mmol) was added and the cooling bath was removed. The reaction mixture was warmed to rt, diluted with diethyl ether (300 mL), washed with 1.0 HCl, water and brine and concentrated. The crude product was purified by flash chromatography (loading in chloroform, 0 to 100% ethyl acetate in hexane over 30 min using a 12... The reactants are C1CCOC1, COC(=O)C(NS(=O)(=O)c1ccc(-c2ccc(NC(=O)c3oc4cccc(N5CCOCC5)c4c3C)cc2)cc1)C(C)C, [Li+], [OH-]. Product: Cc1c(C(=O)Nc2ccc(-c3ccc(S(=O)(=O)NC(C(=O)O)C(C)C)cc3)cc2)oc2cccc(N3CCOCC3)c12. As a reaction SMILES: [CH2:46]1[O:47][CH2:48][CH2:49][CH2:50]1.[CH3:1][O:2][C:3]([CH:4]([CH:5]([CH3:6])[CH3:7])[NH:8][S:9](=[O:10])(=[O:11])[c:12]1[cH:13][cH:14][c:15](-[c:18]2[cH:19][cH:20][c:21]([NH:24][C:25](=[O:26])[c:27]3[o:28][c:29]4[c:30]([c:31]3[CH3:32])[c:33]([N:37]3[CH2:38][CH2:39][O:40][CH2:41][CH2:42]3)[cH:34][cH:35][cH:36]4)[cH:22][cH:23]2)[cH:16][cH:17]1)=[O:43].[Li+:45].[OH-:44]>>[O:2]=[C:3]([CH:4]([CH:5]([CH3:6])[CH3:7])[NH:8][S:9](=[O:10])(=[O:11])[c:12]1[cH:13][cH:14][c:15](-[c:18]2[cH:19][cH:20][c:21]([NH:24][C:25](=[O:26])[c:27]3[o:28][c:29]4[c:30]([c:31]3[CH3:32])[c:33]([N:37]3[CH2:38][CH2:39][O:40][CH2:41][CH2:42]3)[cH:34][cH:35][cH:36]4)[cH:22][cH:23]2)[cH:16][cH:17]1)[OH:43]. The reactants are [Br-], C1CCOC1, C[Mg+], CC(C)c1cc(C(C)C)c(S(=O)(=O)n2cc3c4c(cccc42)C(=O)C(NC(=O)C(F)(F)F)C3)c(C(C)C)c1. The product is CC(C)c1cc(C(C)C)c(S(=O)(=O)n2cc3c4c(cccc42)C(C)(O)C(NC(=O)C(F)(F)F)C3)c(C(C)C)c1. As a reaction SMILES: [Br-:1].[CH2:42]1[O:43][CH2:44][CH2:45][CH2:46]1.[CH3:2][Mg+:3].[F:4][C:5]([C:6](=[O:7])[NH:8][CH:9]1[C:10](=[O:39])[c:11]2[c:12]3[c:13]([cH:14][n:15]([S:20](=[O:21])(=[O:22])[c:23]4[c:24]([CH:35]([CH3:36])[CH3:37])[cH:25][c:26]([CH:32]([CH3:33])[CH3:34])[cH:27][c:28]4[CH:29]([CH3:30])[CH3:31])[c:16]3[cH:17][cH:18][cH:19]2)[CH2:38]1)([F:40])[F:41]>>[CH3:2][C:10]1([OH:39])[CH:9]([NH:8][C:6]([C:5]([F:4])([F:40])[F:41])=[O:7])[CH2:38][c:13]2[c:12]3[c:11]1[cH:19][cH:18][cH:17][c:16]3[n:15]([S:20](=[O:21])(=[O:22])[c:23]1[c:24]([CH:35]([CH3:36])[CH3:37])[cH:25][c:26]([CH:32]([CH3:33])[CH3:34])[cH:27][c:28]1[CH:29]([CH3:30])[CH3:31])[cH:14]2. Reactants: C(C)(C)(C)OC(=O)C1N(CC=CCC1N)S(=O)(=O)C1=CC=C(C=C1)OC (3-Amino-1-(4-methoxy-benzenesulfonyl)-2,3,4,7-tetrahydro-1H-azepine-2-carboxylic acid tert-butyl ester), C(C1=CC=CC=C1)N=C=O (Benzylisocyanate). Run in O1CCOCC1 (Dioxane). Conditions: time 1 hour. Product: C(C1=CC=CC=C1)NC(NC1C(N(CC=CC1)S(=O)(=O)C1=CC=C(C=C1)OC)C(=O)O)=O (3-(3-Benzylureido)-1-(4-methoxy-benzenesulfonyl)-2,3,4,7-tetrahydro-1H-azepine-2-carboxylic acid). RXN SMILES: C([O:5][C:6]([CH:8]1[CH:14]([NH2:15])[CH2:13][CH:12]=[CH:11][CH2:10][N:9]1[S:16]([C:19]1[CH:24]=[CH:23][C:22]([O:25][CH3:26])=[CH:21][CH:20]=1)(=[O:18])=[O:17])=[O:7])(C)(C)C.[CH2:27]([N:34]=[C:35]=[O:36])[C:28]1[CH:33]=[CH:32][CH:31]=[CH:30][CH:29]=1>O1CCOCC1>[CH2:27]([NH:34][C:35](=[O:36])[NH:15][CH:14]1[CH2:13][CH:12]=[CH:11][CH2:10][N:9]([S:16]([C:19]2[CH:24]=[CH:23][C:22]([O:25][CH3:26])=[CH:21][CH:20]=2)(=[O:18])=[O:17])[CH:8]1[C:6]([OH:5])=[O:7])[C:28]1[CH:33]=[CH:32][CH:31]=[CH:30][CH:29]=1. Reported procedure: 3-Amino-1-(4-methoxy-benzenesulfonyl)-2,3,4,7-tetrahydro-1H-azepine-2-carboxylic acid tert-butyl ester (33 mg, 0.09 mmol) is solved in 3 ml dry Dioxane. Benzylisocyanate (10.6 μl, 0.086 mmol) is added and the reaction is stirred at room temperature for 1 h. Evaporation of the solvent and flash-chromatography, Dichloromethane/Methanol (7:1) afforded the product: Cal. 515.6 found (M)+ 515.9. Reactants: C1CCCCC1 (Cyclohexane), C(C1=CC=CC=C1)=NC(C(=O)OCC1=CC=C(C=C1)[N+](=O)[O-])P(=O)(OC1=CC=CC=C1)OC1=CC=CC=C1 (p-nitrobenzyl N-benzylidene-α-aminodiphenylphosphonoacetate), O.C1(=CC=C(C=C1)S(=O)(=O)O)C (p-toluenesulfonic acid monohydrate). Run in C(C)OCC (ethyl ether), C(C)OCC (ethyl ether). Yields the product NC(C(=O)OCC1=CC=C(C=C1)[N+](=O)[O-])P(=O)(OC1=CC=CC=C1)OC1=CC=CC=C1 (p-Nitrobenzyl α-amino-diphenylphosphonoacetate). Reaction SMILES: C(=[N:8][CH:9]([P:23]([O:32][C:33]1[CH:38]=[CH:37][CH:36]=[CH:35][CH:34]=1)([O:25][C:26]1[CH:31]=[CH:30][CH:29]=[CH:28][CH:27]=1)=[O:24])[C:10]([O:12][CH2:13][C:14]1[CH:19]=[CH:18][C:17]([N+:20]([O-:22])=[O:21])=[CH:16][CH:15]=1)=[O:11])C1C=CC=CC=1.O.C1(C)C=CC(S(O)(=O)=O)=CC=1.C1CCCCC1>C(OCC)C>[NH2:8][CH:9]([P:23]([O:25][C:26]1[CH:27]=[CH:28][CH:29]=[CH:30][CH:31]=1)([O:32][C:33]1[CH:38]=[CH:37][CH:36]=[CH:35][CH:34]=1)=[O:24])[C:10]([O:12][CH2:13][C:14]1[CH:19]=[CH:18][C:17]([N+:20]([O-:22])=[O:21])=[CH:16][CH:15]=1)=[O:11] |f:1.2|. Reported procedure: A solution of p-nitrobenzyl N-benzylidene-α-aminodiphenylphosphonoacetate (16.43 g) in ethyl ether (100 ml) is added dropwise over 30 minutes to a stirring solution of p-toluenesulfonic acid monohydrate (6.48 g) in ethyl ether (150 ml). Cyclohexane (100 ml) is added to the mixture and the solvents are decanted from the precipitate. The precipitate is washed with more 2:1 ethyl ether-cyclohexane which is again decanted off. The precipitate is treated with 1 M aqueous dipotassium hydrogen phosphat... The reactants are CCO, C=CC(=O)NC, COc1cc(CN)cc(OC)c1. Yields the product CNC(=O)CCNCc1cc(OC)cc(OC)c1. Reaction SMILES: [CH3:19][CH2:20][OH:21].[CH3:1][NH:2][C:3]([CH:4]=[CH2:5])=[O:6].[CH3:7][O:8][c:9]1[cH:10][c:11]([CH2:12][NH2:13])[cH:14][c:15]([O:17][CH3:18])[cH:16]1>>[CH3:1][NH:2][C:3]([CH2:4][CH2:5][NH:13][CH2:12][c:11]1[cH:10][c:9]([O:8][CH3:7])[cH:16][c:15]([O:17][CH3:18])[cH:14]1)=[O:6].